This data is from the Open Reaction Database (ORD), a public repository of structured organic reaction records. The task is: describe an organic reaction: reactants, conditions, products, and yield Starting materials: C, COC(=O)c1cc(OC)cc(N2CCC(NC(=O)OCc3ccccc3)C(OC)C2)c1, CO, CCOC(C)=O, [Pd]. The product is COC(=O)c1cc(OC)cc(N2CCC(N)C(OC)C2)c1. Reaction SMILES: [C:34].[CH2:1]([O:2][C:3](=[O:4])[NH:11][CH:12]1[CH:13]([O:30][CH3:31])[CH2:14][N:15]([c:18]2[cH:19][c:20]([C:21](=[O:22])[O:23][CH3:24])[cH:25][c:26]([O:28][CH3:29])[cH:27]2)[CH2:16][CH2:17]1)[c:5]1[cH:6][cH:7][cH:8][cH:9][cH:10]1.[CH3:32][OH:33].[CH3:36][CH2:37][O:38][C:39](=[O:40])[CH3:41].[Pd:35]>>[NH2:11][CH:12]1[CH:13]([O:30][CH3:31])[CH2:14][N:15]([c:18]2[cH:19][c:20]([C:21](=[O:22])[O:23][CH3:24])[cH:25][c:26]([O:28][CH3:29])[cH:27]2)[CH2:16][CH2:17]1. Starting materials: C1(CCCC1)OC1=C(C=O)C=CC=C1OC(F)F (2-(cyclopentyloxy)-3-(difluoromethoxy)benzaldehyde), [Br-].C(C)OC(=O)C1=C(N=C2N1C=CC=C2)C[P+](C2=CC=CC=C2)(C2=CC=CC=C2)C2=CC=CC=C2 (3-ethyloxycarbonylimidazo[1,2-a]pyridine-2-yl-methyl(triphenyl)phosphonium bromide), [H-].[Na+] (NaH). The solvent is CS(=O)C (DMSO). Product: C1(CCCC1)OC1=C(C=CC=C1OC(F)F)/C=C/C=1N=C2N(C=CC=C2)C1C(=O)OCC (Ethyl 2-{(E)-2-[2-(cyclopentyloxy)-3-(difluoromethoxy)phenyl]vinyl}imidazo [1,2-a]pyridine-3-carboxylate). The yield is 76.6%. As a reaction SMILES: [CH:1]1([O:6][C:7]2[C:14]([O:15][CH:16]([F:18])[F:17])=[CH:13][CH:12]=[CH:11][C:8]=2[CH:9]=O)[CH2:5][CH2:4][CH2:3][CH2:2]1.[Br-].[CH2:20]([O:22][C:23]([C:25]1[N:29]2[CH:30]=[CH:31][CH:32]=[CH:33][C:28]2=[N:27][C:26]=1[CH2:34][P+](C1C=CC=CC=1)(C1C=CC=CC=1)C1C=CC=CC=1)=[O:24])[CH3:21].[H-].[Na+]>CS(C)=O>[CH:1]1([O:6][C:7]2[C:14]([O:15][CH:16]([F:18])[F:17])=[CH:13][CH:12]=[CH:11][C:8]=2/[CH:9]=[CH:34]/[C:26]2[N:27]=[C:28]3[CH:33]=[CH:32][CH:31]=[CH:30][N:29]3[C:25]=2[C:23]([O:22][CH2:20][CH3:21])=[O:24])[CH2:5][CH2:4][CH2:3][CH2:2]1 |f:1.2,3.4|. Reported procedure: Prepared by the reaction of 2-(cyclopentyloxy)-3-(difluoromethoxy)benzaldehyde (3.595 g, 14.040 mmol) with 3-ethyloxycarbonylimidazo[1,2-a]pyridine-2-yl-methyl(triphenyl)phosphonium bromide (7.0 g, 12.763 mmol) in the presence of NaH (0.561 g, 23.375 mmol) in anhydrous DMSO (15 mL) to afford 4.325 g of the product as an off-white solid; 1H NMR (300 MHz, DMSO-d6) δ 1.44 (t, J=6.9 Hz, 3H), 1.55-1.61 (m, 2H), 1.67-1.75 (m, 2H), 1.84-1.93 (m, 4H), 4.40-4.50 (m, 2H), 4.72-4.78 (m, 1H), 7.20 (t, J=74.... Starting materials: CCOC(C)=O, CO, Clc1ncc(Cl)c(Cl)n1, COc1ccc2c(c1N)CN(S(C)(=O)=O)CC(=O)N2. The product is COc1ccc2c(c1Nc1nc(Cl)ncc1Cl)CN(S(C)(=O)=O)CC(=O)N2. Reaction SMILES: [CH3:29][CH2:30][O:31][C:32](=[O:33])[CH3:34].[CH3:35][OH:36].[Cl:1][c:2]1[n:3][cH:4][c:5]([Cl:9])[c:6]([Cl:8])[n:7]1.[NH2:10][c:11]1[c:12]([O:27][CH3:28])[cH:13][cH:14][c:15]2[c:21]1[CH2:20][N:19]([S:22](=[O:23])(=[O:24])[CH3:25])[CH2:18][C:17](=[O:26])[NH:16]2>>[Cl:1][c:2]1[n:3][cH:4][c:5]([Cl:9])[c:6]([NH:10][c:11]2[c:12]([O:27][CH3:28])[cH:13][cH:14][c:15]3[c:21]2[CH2:20][N:19]([S:22](=[O:23])(=[O:24])[CH3:25])[CH2:18][C:17](=[O:26])[NH:16]3)[n:7]1. The reagents and catalysts are [Pd] (Pd/C). Isolated yield 63.0%. Solvent: C(C)O (ethanol). Reaction SMILES: C[N:2]([CH3:5])C=O.[N-]=[N+]=[N-].[Na+].[CH2:10]([O:12][CH:13]([O:17][CH2:18][CH3:19])[CH2:14]CCl)[CH3:11]>C(O)C.[Pd]>[CH2:10]([O:12][CH:13]([O:17][CH2:18][CH3:19])[CH2:14][CH2:5][NH2:2])[CH3:11] |f:1.2|. Product: C(C)OC(CCN)OCC (3-aminopropanal diethylacetal). Starting materials: ice water, CN(C=O)C (dimethylformamide), [N-]=[N+]=[N-].[Na+] (NaN3), C(C)OC(CCCl)OCC (3-chloropropionaldehyde diethyl acetal). Conditions: temperature 60 celsius, time 4 day. Procedure: To 500 ml of dimethylformamide (DMF) containing NaN3 (26.0 g, 400 mmol) was added 3-chloropropionaldehyde diethyl acetal (33.3 g, 200 mmol). The solution was warmed to 60° C., and the reaction was monitored by GC (50° C., 1 min to 250° C. at 15° C./min, DB5-15 m). (Retention time (tR) of starting material 5.1 min, product 6.5 min). The reaction mixture was diluated with 1 L of ice water and extracted with ether (3×500 mL). The combined ether extracts were washed with water (2×500 mL) and then dr... Yields the product CCOC(=O)CCNC(=O)Nc1ccncc1. The reactants are CCOC(=O)CCN, CC#N, [N-]=C=O, Nc1ccncc1. As a reaction SMILES: [CH2:11]([CH3:12])[O:13][C:14]([CH2:15][CH2:16][NH2:17])=[O:18].[CH3:19][C:20]#[N:21].[N-:8]=[C:9]=[O:10].[NH2:1][c:2]1[cH:3][cH:4][n:5][cH:6][cH:7]1>>[NH:1]([c:2]1[cH:3][cH:4][n:5][cH:6][cH:7]1)[C:9]([NH:8][CH2:16][CH2:15][C:14]([O:13][CH2:11][CH3:12])=[O:18])=[O:10]. Reactants: COC=1C=C(C=NCC(OC)OC)C=C(C1OC)OC ((3,4,5-Trimethoxybenzylidene)-(2,2-dimethoxyethyl)amine), [BH4-].[Na+] (NaBH4), [BH4-].[Na+] (NaBH4). Solvent: CO (methanol). Reaction conditions: time 3 hour. Yields the product COC=1C=C(CNCC(OC)OC)C=C(C1OC)OC ((3,4,5-Trimethoxybenzyl)-(2,2-dimethoxyethyl)amine). The yield is 25.0%. As a reaction SMILES: [CH3:1][O:2][C:3]1[CH:4]=[C:5]([CH:14]=[C:15]([O:19][CH3:20])[C:16]=1[O:17][CH3:18])[CH:6]=[N:7][CH2:8][CH:9]([O:12][CH3:13])[O:10][CH3:11].[BH4-].[Na+]>CO>[CH3:20][O:19][C:15]1[CH:14]=[C:5]([CH:4]=[C:3]([O:2][CH3:1])[C:16]=1[O:17][CH3:18])[CH2:6][NH:7][CH2:8][CH:9]([O:10][CH3:11])[O:12][CH3:13] |f:1.2|. Procedure: Imine (11c, 14.47 g, 0.05112 mol) was dissolved methanol (100 mL) and NaBH4 (2 g×3) was added over 5 h while stirring the reaction mixture at room temperature. After 3 h the TLC indicated there still was starting material and more NaBH4 (2 g) was added. The reaction did not go to completion leaving 25% of the starting material unreacted. The reaction was quenched with methanol (200 mL) and the reaction mixture was concentrated and then diluted with chloroform (300 μL) and filtered to remove the ...